This data is from the Open Reaction Database (ORD), a public repository of structured organic reaction records. The task is: describe an organic reaction: reactants, conditions, products, and yield The reactants are Brc1ccc(C2=NCCC2)cc1, C[Si](C)(C)[N-][Si](C)(C)C, Cc1ccccc1, ClC(Cl)Cl, [Li+], O=C(C=Cc1ccccc1)C=Cc1ccccc1, O=C(C=Cc1ccccc1)C=Cc1ccccc1, O=C(C=Cc1ccccc1)C=Cc1ccccc1, [Pd], [Pd]. Product: Nc1ccc(C2=NCCC2)cc1. As a reaction SMILES: [Br:11][c:12]1[cH:13][cH:14][c:15]([C:18]2=[N:22][CH2:21][CH2:20][CH2:19]2)[cH:16][cH:17]1.[CH3:2][Si:3]([N-:6][Si:4]([CH3:5])([CH3:7])[CH3:8])([CH3:9])[CH3:10].[CH3:83][c:84]1[cH:85][cH:86][cH:87][cH:88][cH:89]1.[Cl:79][CH:80]([Cl:81])[Cl:82].[Li+:1].[O:25]=[C:26]([CH:27]=[CH:28][c:29]1[cH:30][cH:31][cH:32][cH:33][cH:34]1)[CH:35]=[CH:36][c:37]1[cH:38][cH:39][cH:40][cH:41][cH:42]1.[O:43]=[C:44]([CH:45]=[CH:46][c:47]1[cH:48][cH:49][cH:50][cH:51][cH:52]1)[CH:53]=[CH:54][c:55]1[cH:56][cH:57][cH:58][cH:59][cH:60]1.[O:61]=[C:62]([CH:63]=[CH:64][c:65]1[cH:66][cH:67][cH:68][cH:69][cH:70]1)[CH:71]=[CH:72][c:73]1[cH:74][cH:75][cH:76][cH:77][cH:78]1.[Pd:23].[Pd:24]>>[NH2:6][c:12]1[cH:13][cH:14][c:15]([C:18]2=[N:22][CH2:21][CH2:20][CH2:19]2)[cH:16][cH:17]1. Starting materials: C1(=CC=CC=C1)S(=O)(=O)[O-].OC[P+](CO)(CO)CO (tetrakis(hydroxymethyl)phosphonium benzenesulfonate), CNC(=O)NC (1,3-dimethylurea). The solvent is C1(=CC=CC=C1)C (toluene). Product: C1(=CC=CC=C1)S(=O)(=O)[O-].CN(C(=O)NC)C[P+](CN(C(=O)NC)C)(CN(C(=O)NC)C)CN(C(=O)NC)C (tetrakis(1,3-dimethylureidomethyl)phosphonium benzenesulfonate). Yield: 73.9%. As a reaction SMILES: [C:1]1([S:7]([O-:10])(=[O:9])=[O:8])[CH:6]=[CH:5][CH:4]=[CH:3][CH:2]=1.O[CH2:12][P+:13]([CH2:18]O)([CH2:16]O)[CH2:14]O.[CH3:20][NH:21][C:22]([NH:24][CH3:25])=[O:23]>C1(C)C=CC=CC=1>[C:1]1([S:7]([O-:10])(=[O:9])=[O:8])[CH:6]=[CH:5][CH:4]=[CH:3][CH:2]=1.[CH3:20][N:21]([CH2:18][P+:13]([CH2:12][N:21]([CH3:20])[C:22]([NH:24][CH3:25])=[O:23])([CH2:14][N:21]([CH3:20])[C:22]([NH:24][CH3:25])=[O:23])[CH2:16][N:21]([CH3:20])[C:22]([NH:24][CH3:25])=[O:23])[C:22]([NH:24][CH3:25])=[O:23] |f:0.1,4.5|. Procedure: Reaction of tetrakis(hydroxymethyl)phosphonium benzenesulfonate (15.61 g, 0.05 mol) with 1,3-dimethylurea (17.62 g, 0.2 mol) in toluene (200 ml), following Example 1, gave 21.91 g (73.9%) of tetrakis(1,3-dimethylureidomethyl)phosphonium benzenesulfonate (I, R=R'=CH3, R"=H, X=SO3C6H5) as a white, crystalline solid, mp 103°-105° C. after three recrystallizations from acetonitrile (3 ml/g). The analytical sample, dried under vacuum for 4 hr at 56° C. (acetone), analyzed as a hydrate. Starting materials: O=C(Nc1cccc(Br)c1)c1ccc(CN2CCCCC2)cc1, Cc1ccccc1, Nc1nccc(-c2cccc(Cl)c2F)n1, CN(C)C=O, O=C(C=Cc1ccccc1)C=Cc1ccccc1, O=C(C=Cc1ccccc1)C=Cc1ccccc1, O=C(C=Cc1ccccc1)C=Cc1ccccc1, [Pd], [Pd]. Yields the product O=C(Nc1cccc(Nc2nccc(-c3cccc(Cl)c3F)n2)c1)c1ccc(CN2CCCCC2)cc1. Reaction SMILES: [Br:1][c:2]1[cH:3][c:4]([NH:8][C:9]([c:10]2[cH:11][cH:12][c:13]([CH2:16][N:17]3[CH2:18][CH2:19][CH2:20][CH2:21][CH2:22]3)[cH:14][cH:15]2)=[O:23])[cH:5][cH:6][cH:7]1.[CH3:39][c:40]1[cH:41][cH:42][cH:43][cH:44][cH:45]1.[Cl:24][c:25]1[c:26]([F:38])[c:27](-[c:31]2[n:32][c:33]([NH2:37])[n:34][cH:35][cH:36]2)[cH:28][cH:29][cH:30]1.[O:46]=[CH:47][N:48]([CH3:49])[CH3:50].[O:53]=[C:54]([CH:55]=[CH:56][c:57]1[cH:58][cH:59][cH:60][cH:61][cH:62]1)[CH:63]=[CH:64][c:65]1[cH:66][cH:67][cH:68][cH:69][cH:70]1.[O:71]=[C:72]([CH:73]=[CH:74][c:75]1[cH:76][cH:77][cH:78][cH:79][cH:80]1)[CH:81]=[CH:82][c:83]1[cH:84][cH:85][cH:86][cH:87][cH:88]1.[O:89]=[C:90]([CH:91]=[CH:92][c:93]1[cH:94][cH:95][cH:96][cH:97][cH:98]1)[CH:99]=[CH:100][c:101]1[cH:102][cH:103][cH:104][cH:105][cH:106]1.[Pd:51].[Pd:52]>>[c:2]1([NH:37][c:33]2[n:32][c:31](-[c:27]3[c:26]([F:38])[c:25]([Cl:24])[cH:30][cH:29][cH:28]3)[cH:36][cH:35][n:34]2)[cH:3][c:4]([NH:8][C:9]([c:10]2[cH:11][cH:12][c:13]([CH2:16][N:17]3[CH2:18][CH2:19][CH2:20][CH2:21][CH2:22]3)[cH:14][cH:15]2)=[O:23])[cH:5][cH:6][cH:7]1.